From a dataset of the Open Reaction Database (ORD), a public repository of structured organic reaction records. describe an organic reaction: reactants, conditions, products, and yield Starting materials: C1(CC1)N1CC2=C(N(C=3C=CC(=CC23)C)CC(C)(O)C2=CC=NC=C2)CC1 (1-(2-Cyclopropyl-1,2,3,4-tetrahydro-8-methylpyrido[4,3-b]indol-5-yl)-2-(pyridin-4-yl)propan-2-ol). The solvent is S(=O)(Cl)Cl (thionyl chloride). Conditions: time 1.5 hour. Product: C1(CC1)N1CC2=C(N(C=3C=CC(=CC23)C)\C=C(/C)\C2=CC=NC=C2)CC1 ((E)-2-cyclopropyl-8-methyl-5-(2-(pyridin-4-yl)prop-1-enyl)-2,3,4,5-tetrahydro-1H-pyrido[4,3-b]indole). Reaction SMILES: [CH:1]1([N:4]2[CH2:27][CH2:26][C:7]3[N:8]([CH2:16][C:17]([C:20]4[CH:25]=[CH:24][N:23]=[CH:22][CH:21]=4)(O)[CH3:18])[C:9]4[CH:10]=[CH:11][C:12]([CH3:15])=[CH:13][C:14]=4[C:6]=3[CH2:5]2)[CH2:3][CH2:2]1>S(Cl)(Cl)=O>[CH:1]1([N:4]2[CH2:27][CH2:26][C:7]3[N:8](/[CH:16]=[C:17](/[C:20]4[CH:21]=[CH:22][N:23]=[CH:24][CH:25]=4)\[CH3:18])[C:9]4[CH:10]=[CH:11][C:12]([CH3:15])=[CH:13][C:14]=4[C:6]=3[CH2:5]2)[CH2:2][CH2:3]1. Procedure details: 1-(2-Cyclopropyl-1,2,3,4-tetrahydro-8-methylpyrido[4,3-b]indol-5-yl)-2-(pyridin-4-yl)propan-2-ol (100 mg, 0.27 mmol) was dissolved in thionyl chloride (1 mL), and stirred for 1-2 h at RT. The reaction mixture was concentrated under reduced pressure; the residue was cooled in ice water and basified with saturated aqueous NaHCO3. The product was extracted with EtOAc and organic layer was washed with water, dried over anhydrous sodium sulfate and concentrated under reduced pressure. The residue was... The reactants are CCCCCCCCCOc1ccc(C2CCC(C(=O)O)CC2)cc1, Cc1ccccc1, O=S(Cl)Cl. The product is CCCCCCCCCOc1ccc(C2CCC(C(=O)O)CC2)cc1, [Cl-]. As a reaction SMILES: [CH2:1]([CH2:2][CH2:3][CH2:4][CH2:5][CH2:6][CH2:7][CH2:8][CH3:9])[O:10][c:11]1[cH:12][cH:13][c:14]([CH:17]2[CH2:18][CH2:19][CH:20]([C:23](=[O:24])[OH:25])[CH2:21][CH2:22]2)[cH:15][cH:16]1.[CH3:30][c:31]1[cH:32][cH:33][cH:34][cH:35][cH:36]1.[S:26]([Cl:27])([Cl:28])=[O:29]>>[CH2:1]([CH2:2][CH2:3][CH2:4][CH2:5][CH2:6][CH2:7][CH2:8][CH3:9])[O:10][c:11]1[cH:12][cH:13][c:14]([CH:17]2[CH2:18][CH2:19][CH:20]([C:23](=[O:24])[OH:25])[CH2:21][CH2:22]2)[cH:15][cH:16]1.[Cl-:28]. As a reaction SMILES: [C:1]([CH3:2])([CH3:3])([CH3:4])[c:5]1[c:6]2[c:10]([c:11]([CH3:26])[c:12]([O:24][CH3:25])[c:13]1[CH2:14][CH:15]=[C:16]([CH3:17])[CH2:18][CH2:19][C:20]([O:21][CH3:22])=[O:23])[CH:9]([O:27][SiH:28]([CH3:29])[CH3:30])[O:8][C:7]2=[O:31].[CH3:41][OH:42].[Cl:32][CH2:33][Cl:34].[cH:35]1[cH:36][cH:37][n:38][cH:39][cH:40]1>>[C:1]([CH3:2])([CH3:3])([CH3:4])[c:5]1[c:6]2[c:10]([c:11]([CH3:26])[c:12]([O:24][CH3:25])[c:13]1[CH2:14][CH:41]=[O:42])[CH:9]([O:27][SiH:28]([CH3:29])[CH3:30])[O:8][C:7]2=[O:31]. Reactants: COC(=O)CCC(C)=CCc1c(OC)c(C)c2c(c1C(C)(C)C)C(=O)OC2O[SiH](C)C, CO, ClCCl, c1ccncc1. The product is COc1c(C)c2c(c(C(C)(C)C)c1CC=O)C(=O)OC2O[SiH](C)C. Reactants: CCOC(=O)Cc1ccc(Cl)c(Oc2ccc(Br)cc2CBr)c1, CC1NC(=O)OC1c1ccccc1. The product is CCOC(=O)Cc1ccc(Cl)c(Oc2ccc(Br)cc2CN2C(=O)OC(c3ccccc3)C2C)c1. As a reaction SMILES: [CH2:1]([CH3:2])[O:3][C:4]([CH2:5][c:6]1[cH:7][c:8]([O:13][c:14]2[c:15]([CH2:21][Br:22])[cH:16][c:17]([Br:20])[cH:18][cH:19]2)[c:9]([Cl:12])[cH:10][cH:11]1)=[O:23].[CH3:24][CH:25]1[NH:26][C:27](=[O:36])[O:28][CH:29]1[c:30]1[cH:31][cH:32][cH:33][cH:34][cH:35]1>>[CH2:1]([CH3:2])[O:3][C:4]([CH2:5][c:6]1[cH:7][c:8]([O:13][c:14]2[c:15]([CH2:21][N:26]3[CH:25]([CH3:24])[CH:29]([c:30]4[cH:31][cH:32][cH:33][cH:34][cH:35]4)[O:28][C:27]3=[O:36])[cH:16][c:17]([Br:20])[cH:18][cH:19]2)[c:9]([Cl:12])[cH:10][cH:11]1)=[O:23].